describe an organic reaction: reactants, conditions, products, and yield From a dataset of the Open Reaction Database (ORD), a public repository of structured organic reaction records. Starting materials: BrC=1C=NC=CC1C1=CCCC1 (3-bromo-4-cyclopent-1-enyl-pyridine), C(C)(=O)OCC (ethyl acetate). The reagents and catalysts are [Pt]=O (Platinum oxide). Run in CCCCCC (hexane), C1(=CC=CC=C1)C (toluene). Reaction conditions: time 8 hour. Product: BrC=1C=NC=CC1C1CCCC1 (3-bromo-4-cyclopentyl-pyridine). The yield is 69.7%. RXN SMILES: [Br:1][C:2]1[CH:3]=[N:4][CH:5]=[CH:6][C:7]=1[C:8]1[CH2:12][CH2:11][CH2:10][CH:9]=1.C(OCC)(=O)C>C1(C)C=CC=CC=1.CCCCCC.[Pt]=O>[Br:1][C:2]1[CH:3]=[N:4][CH:5]=[CH:6][C:7]=1[CH:8]1[CH2:12][CH2:11][CH2:10][CH2:9]1. Procedure details: Platinum oxide (20 mg) was added to a mixture of 3-bromo-4-cyclopent-1-enyl-pyridine (I-34b: 140 mg, 0.622 mmol) in toluene (5 mL) and stirred overnight under hydrogen atmosphere. The reaction was monitored by TLC (20% ethyl acetate in hexane). The reaction mixture was filtered through celite pad and washed with toluene and concentrated to afford crude product. Purification by column chromatography (8% ethyl acetate in hexane) afforded 98 mg of the product (71% yield). Starting materials: CO[C@@H]1[C@@H]([C@H]([C@@H]([C@H](O1)CO)O)O)O (methyl-α-D-glucopyranoside), [H-].[Na+] (NaH), C(C1=CC=CC=C1)Br (benzyl bromide). Reagents/catalysts: [Br-].C(CCC)[N+](CCCC)(CCCC)CCCC (tetrabutyl ammonium bromide). The solvent is CN(C)C=O (DMF). Reaction conditions: time 8 hour. Product: C(C1=CC=CC=C1)O[C@H]1[C@@H](OC)O[C@@H]([C@H]([C@@H]1OCC1=CC=CC=C1)OCC1=CC=CC=C1)COCC1=CC=CC=C1 (methyl 2,3,4,6-tetra-O-benzyl-α-D-glucopyranoside). Reaction SMILES: [H-].[Na+].[CH3:3][O:4][C@H:5]1[O:10][C@H:9]([CH2:11][OH:12])[C@@H:8]([OH:13])[C@H:7]([OH:14])[C@H:6]1[OH:15].[CH2:16](Br)[C:17]1[CH:22]=[CH:21][CH:20]=[CH:19][CH:18]=1>CN(C=O)C.[Br-].C([N+](CCCC)(CCCC)CCCC)CCC>[CH2:16]([O:15][C@@H:6]1[C@@H:7]([O:14][CH2:16][C:17]2[CH:22]=[CH:21][CH:20]=[CH:19][CH:18]=2)[C@H:8]([O:13][CH2:16][C:17]2[CH:22]=[CH:21][CH:20]=[CH:19][CH:18]=2)[C@@H:9]([CH2:11][O:12][CH2:16][C:17]2[CH:22]=[CH:21][CH:20]=[CH:19][CH:18]=2)[O:10][C@@H:5]1[O:4][CH3:3])[C:17]1[CH:22]=[CH:21][CH:20]=[CH:19][CH:18]=1 |f:0.1,5.6|. Reported procedure: To a suspension of NaH (5.19 g of a 60% dispersion in oil, 130 mmol) in DMF (150 mL) was added portionwise methyl-α-D-glucopyranoside (4.2 g, 21.6 mmol). The resulting mixture was stirred at rt for 2 hr, to which tetrabutyl ammonium bromide (800 mg, 2.16 mmol) was and followed by dropwise addition of benzyl bromide (11.58 mL, 97 mmol). After stirring at rt overnight, the mixture was concentrated and the residue was suspended in water and extracted with ether (3×150 mL). The combined ether layers...